Dataset: the Open Reaction Database (ORD), a public repository of structured organic reaction records. Task: describe an organic reaction: reactants, conditions, products, and yield Starting materials: ClC1=C(C=CC=C1)C (2-chlorotoluene), C1(=CC=CC=C1)NC1=CC=CC=C1 (diphenylamine). Run at time 21 hour. Yields the product C1(=C(C=CC=C1)N(C1=CC=CC=C1)C1=CC=CC=C1)C (N-(2-tolyl)diphenylamine). Isolated yield 103.3%. RXN SMILES: Cl[C:2]1[CH:7]=[CH:6][CH:5]=[CH:4][C:3]=1[CH3:8].[C:9]1([NH:15][C:16]2[CH:21]=[CH:20][CH:19]=[CH:18][CH:17]=2)[CH:14]=[CH:13][CH:12]=[CH:11][CH:10]=1>>[C:3]1([CH3:8])[CH:4]=[CH:5][CH:6]=[CH:7][C:2]=1[N:15]([C:16]1[CH:17]=[CH:18][CH:19]=[CH:20][CH:21]=1)[C:9]1[CH:14]=[CH:13][CH:12]=[CH:11][CH:10]=1. Procedure: According to the general procedure A, 2-bromotoluene (188 mg, 1.10 mmol) reacted with diphenylamine (169 mg, 1.00 mmol) to give the title compound (258 mg, 99%) as a white solid at room temperature for 4 h. Reaction of 2-chlorotoluene (70 mg, 0.55 mmol) with diphenylamine (85 mg, 0.50 mmol) proceeded at 80° C. for 21 h to give the title compound (134 mg, 99%). 1H-NMR (400 MHz, CDCl3): δ 7.14-7.27 (m, 8H), 7.01-6.92 (m, 6H), 2.06 (s, 3H). 13C{1H}-NMR (100 MHz, CDCl3): δ 147.46, 145.37, 136.49, 13... Reactants: diazonium salt sulfuric acid, C([O-])(O)=O.[Na+] (sodium bicarbonate), [C-]#N.[K+] (potassium cyanide), [OH-].[Na+] (sodium hydroxide), FC1=C(N)C(=CC(=C1)I)F (2,6-difluoro-4-iodoaniline), ice, N(=O)[O-].[Na+] (sodium nitrite). Reagents/catalysts: O.O.O.O.O.S(=O)(=O)([O-])[O-].[Cu+2] (copper sulfate pentahydrate). Solvent: C1=CC=CC=C1 (benzene), O (water), O (water), C(C)(=O)O (acetic acid), S(O)(O)(=O)=O (sulfuric acid). Reaction conditions: time 1 hour. Product: FC1=C(C(=CC(=C1)I)F)C#N (1,3-difluoro-2-cyano-5-iodobenzene). Reaction SMILES: N([O-])=O.[Na+].[F:5][C:6]1[CH:12]=[C:11]([I:13])[CH:10]=[C:9]([F:14])[C:7]=1N.[C-:15]#[N:16].[K+].C(=O)(O)[O-].[Na+].[OH-].[Na+]>S(=O)(=O)(O)O.O.O.O.O.O.O.S([O-])([O-])(=O)=O.[Cu+2].C1C=CC=CC=1.C(O)(=O)C>[F:5][C:6]1[CH:12]=[C:11]([I:13])[CH:10]=[C:9]([F:14])[C:7]=1[C:15]#[N:16] |f:0.1,3.4,5.6,7.8,11.12.13.14.15.16.17|. Procedure details: 12 g of sodium nitrite was dissolved in 91 ml of sulfuric acid and cooled to 10° C or less, and then 100 ml of acetic acid was added. At 20 to 25° C, 39 g of the 2,6-difluoro-4-iodoaniline from Step 3 was added to the solution, and then the solution was agitated for one hour. A second solution was made by dissolving 37 g of copper sulfate pentahydrate in 91 ml of water to which was added 62 g of ice, and this solution was added to the first. A third solution containing 39 of potassium cyanide di...